This data is from the Open Reaction Database (ORD), a public repository of structured organic reaction records. The task is: describe an organic reaction: reactants, conditions, products, and yield Product: CC(=O)NCCC1(c2ccccc2)CCN(c2cccc(-c3ccc(F)cc3F)c2)C(=O)O1. As a reaction SMILES: [CH3:2][C:3]([O-:4])=[O:5].[CH3:36][C:37]([O:38][C:39](=[O:40])[CH3:41])=[O:42].[NH2:6][CH2:7][CH2:8][C:9]1([c:30]2[cH:31][cH:32][cH:33][cH:34][cH:35]2)[CH2:10][CH2:11][N:12]([c:16]2[cH:17][c:18](-[c:22]3[c:23]([F:29])[cH:24][c:25]([F:28])[cH:26][cH:27]3)[cH:19][cH:20][cH:21]2)[C:13](=[O:15])[O:14]1.[Na+:1]>>[CH3:2][C:3](=[O:4])[NH:6][CH2:7][CH2:8][C:9]1([c:30]2[cH:31][cH:32][cH:33][cH:34][cH:35]2)[CH2:10][CH2:11][N:12]([c:16]2[cH:17][c:18](-[c:22]3[c:23]([F:29])[cH:24][c:25]([F:28])[cH:26][cH:27]3)[cH:19][cH:20][cH:21]2)[C:13](=[O:15])[O:14]1. Starting materials: CC(=O)[O-], CC(=O)OC(C)=O, NCCC1(c2ccccc2)CCN(c2cccc(-c3ccc(F)cc3F)c2)C(=O)O1, [Na+]. Reactants: ClCC1=CC2=C(C(=C(C=C2C=C1)OC)OC)OC (2-Chloromethyl-6,7,8-trimethoxynaphthalene), N1CCNCC1 (piperazine). Yields the product COC=1C=C2C=CC(=CC2=C(C1OC)OC)CN1CCN(CC1)CC1=CC2=C(C(=C(C=C2C=C1)OC)OC)OC (N,N′-bis[(6,7,8-trimethoxynaphthalen-2-yl)methyl]piperazine). RXN SMILES: Cl[CH2:2][C:3]1[CH:12]=[CH:11][C:10]2[C:5](=[C:6]([O:17][CH3:18])[C:7]([O:15][CH3:16])=[C:8]([O:13][CH3:14])[CH:9]=2)[CH:4]=1.[NH:19]1[CH2:24][CH2:23][NH:22][CH2:21][CH2:20]1>>[CH3:14][O:13][C:8]1[CH:9]=[C:10]2[C:5](=[C:6]([O:17][CH3:18])[C:7]=1[O:15][CH3:16])[CH:4]=[C:3]([CH2:2][N:19]1[CH2:24][CH2:23][N:22]([CH2:2][C:3]3[CH:12]=[CH:11][C:10]4[C:5](=[C:6]([O:17][CH3:18])[C:7]([O:15][CH3:16])=[C:8]([O:13][CH3:14])[CH:9]=4)[CH:4]=3)[CH2:21][CH2:20]1)[CH:12]=[CH:11]2. Reported procedure: 2-Chloromethyl-6,7,8-trimethoxynaphthalene (226 mg) and piperazine (37 mg) were reacted in the same manner in Example 1 to obtain the title compound as a free base. The reactants are OC[C@H]1N(CCC1)C(=O)O[C@H]1C[C@@H]([C@H](N(C1)C(=O)OC)C(=O)N1CCN(CC1)C1=CC=CC=C1)C(=O)OC (dimethyl (2S,3S,5S)-5-([(2S)-2-(hydroxymethyl)pyrrolidin-1-yl]carbonyloxy)-2-[(4-phenylpiperazin 1-yl)carbonyl]piperidine-1,3-dicarboxylate), ON (N-hydroxyamine), C[O-].[Na+] (sodium methoxide), Cl (HCl), Cl.NO (hydroxylamine HCl salt). The solvent is CO (methanol), CO (methanol). Reaction conditions: time 1 hour. Product: ONC(=O)[C@@H]1[C@H](N(C[C@H](C1)OC(=O)N1[C@@H](CCC1)CO)C(=O)OC)C(=O)N1CCN(CC1)C1=CC=CC=C1 (methyl (2S,3S,5S)-3-[(hydroxyamino)carbonyl]-5-([(2S)-2-(hydroxymethyl)pyrrolidin-1-yl]carbonyloxy)-2-[(4-phenylpiperazin-1-yl)carbonyl]piperidine-1-carboxylate). The yield is 76.0%. RXN SMILES: [OH:1][CH2:2][C@@H:3]1[CH2:7][CH2:6][CH2:5][N:4]1[C:8]([O:10][C@@H:11]1[CH2:16][N:15]([C:17]([O:19][CH3:20])=[O:18])[C@H:14]([C:21]([N:23]2[CH2:28][CH2:27][N:26]([C:29]3[CH:34]=[CH:33][CH:32]=[CH:31][CH:30]=3)[CH2:25][CH2:24]2)=[O:22])[C@@H:13]([C:35](OC)=[O:36])[CH2:12]1)=[O:9].[OH:39][NH2:40].Cl.NO.C[O-].[Na+].Cl>CO>[OH:39][NH:40][C:35]([C@H:13]1[CH2:12][C@H:11]([O:10][C:8]([N:4]2[CH2:5][CH2:6][CH2:7][C@H:3]2[CH2:2][OH:1])=[O:9])[CH2:16][N:15]([C:17]([O:19][CH3:20])=[O:18])[C@@H:14]1[C:21]([N:23]1[CH2:24][CH2:25][N:26]([C:29]2[CH:34]=[CH:33][CH:32]=[CH:31][CH:30]=2)[CH2:27][CH2:28]1)=[O:22])=[O:36] |f:2.3,4.5|. Procedure details: To a solution of dimethyl (2S,3S,5S)-5-([(2S)-2-(hydroxymethyl)pyrrolidin-1-yl]carbonyloxy)-2-[(4-phenylpiperazin 1-yl)carbonyl]piperidine-1,3-dicarboxylate (66 mg, 0.00012 mol) in methanol (0.57 mL, 0.014 mol) was added 1.640 M of N-hydroxyamine in methanol solution (1.511 mL), made from the hydroxylamine HCl salt and sodium methoxide freshly. The mixture was stirred at rt for 1 h and acidified with 1N HCl. The resulting mixture was applied directly on RP-HPLC to yield the desired compound (61 ... Reactants: C(C1=CC=CC=C1)OC1=CC(N(C=C1)C1=CC=C(C=C1)OCCN(C)C)=O (4-benzyloxy-1-{4-[2-(dimethylamino)ethoxy]phenyl}-1H-pyridin-2-one), C(C1=CC=CC=C1)OC1=CC(NC=C1)=O (4-benzyloxy-1H-pyridin-2-one), FC1=CC=C(COC2=NC(NC=C2)=O)C=C1 (4-(4-fluorobenzyloxy)-1H-pyrimidin-2-one). Product: FC1=CC=C(COC2=NC(N(C=C2)C2=CC=C(C=C2)O)=O)C=C1 (4-(4-fluorobenzyloxy)-1-(4-hydroxyphenyl)-1H-pyrimidin-2-one). As a reaction SMILES: C(OC1C=CN([C:15]2[CH:20]=[CH:19][C:18]([O:21]CCN(C)C)=[CH:17][CH:16]=2)C(=O)C=1)C1C=CC=CC=1.C(OC1C=CNC(=O)C=1)C1C=CC=CC=1.[F:43][C:44]1[CH:58]=[CH:57][C:47]([CH2:48][O:49][C:50]2[CH:55]=[CH:54][NH:53][C:52](=[O:56])[N:51]=2)=[CH:46][CH:45]=1>>[F:43][C:44]1[CH:58]=[CH:57][C:47]([CH2:48][O:49][C:50]2[CH:55]=[CH:54][N:53]([C:15]3[CH:20]=[CH:19][C:18]([OH:21])=[CH:17][CH:16]=3)[C:52](=[O:56])[N:51]=2)=[CH:46][CH:45]=1. Procedure details: Steps (3) and (4) of Example 1 were repeated except that 4-benzyloxy-1H-pyridin-2-one which was used in Step (3) of Example 1 was replaced with 4-(4-fluorobenzyloxy)-1H-pyrimidin-2-one, to provide the title compound. The reactants are [Cl-].[NH4+] (ammonium chloride), C(C1=CC=CC=C1)OC1=C(C=O)C=CC=C1C (2-benzyloxy-3-methyl-benzaldehyde), COC1=CC=C(C=C1)[Mg]Br (4-methoxyphenylmagnesium bromide). The solvent is C1CCOC1 (THF), C1CCOC1 (THF). Run at time 1 hour. Product: C(C1=CC=CC=C1)OC1=C(C=CC=C1C)C(O)C1=CC=C(C=C1)OC ((2-Benzyloxy-3-methylphenyl)-(4-methoxyphenyl)methanol). Yield: 100.0%. As a reaction SMILES: [CH2:1]([O:8][C:9]1[C:16]([CH3:17])=[CH:15][CH:14]=[CH:13][C:10]=1[CH:11]=[O:12])[C:2]1[CH:7]=[CH:6][CH:5]=[CH:4][CH:3]=1.[CH3:18][O:19][C:20]1[CH:25]=[CH:24][C:23]([Mg]Br)=[CH:22][CH:21]=1.[Cl-].[NH4+]>C1COCC1>[CH2:1]([O:8][C:9]1[C:16]([CH3:17])=[CH:15][CH:14]=[CH:13][C:10]=1[CH:11]([C:23]1[CH:24]=[CH:25][C:20]([O:19][CH3:18])=[CH:21][CH:22]=1)[OH:12])[C:2]1[CH:3]=[CH:4][CH:5]=[CH:6][CH:7]=1 |f:2.3|. Reported procedure: In a nitrogen stream, to a solution of 2-benzyloxy-3-methyl-benzaldehyde (1.87 g, 8.25 mmol) in THF (50 mL), a solution of 4-methoxyphenylmagnesium bromide in THF (0.5 M, 19.8 mL) was added dropwise under cooling with ice. The mixture was stirred at room temperature for one hour, and then a saturated ammonium chloride aqueous solution was added thereto under cooling with ice and the mixture was extracted with ethyl acetate. The organic layer was washed with a saturated sodium chloride aqueous so... The reactants are Cl (hydrogen chloride), C(C(=O)C)C1=CC=C(OC2=CC=C(O2)C(=O)OC)C=C1 (methyl 5-[4-acetonylphenoxy]furan-2-carboxylate), OC(CN)C1=CC(=CC=C1)Cl (2-hydroxy-2-(3-chlorophenyl)ethanamine), O (water). Solvent: C1=CC=CC=C1 (benzene). Reaction conditions: time 2 hour. The product is Cl.ClC=1C=C(C(CNC(CC2=CC=C(OC3=CC=C(O3)C(=O)OC)C=C2)C)O)C=CC1 (methyl 5-[4-[2-[(3-chloro-β-hydroxyphenethyl)amino]propyl]phenoxy]furan-2-carboxylate, hydrochloride). Reaction SMILES: [CH2:1]([C:5]1[CH:20]=[CH:19][C:8]([O:9][C:10]2[O:14][C:13]([C:15]([O:17][CH3:18])=[O:16])=[CH:12][CH:11]=2)=[CH:7][CH:6]=1)[C:2]([CH3:4])=O.[OH:21][CH:22]([C:25]1[CH:30]=[CH:29][CH:28]=[C:27]([Cl:31])[CH:26]=1)[CH2:23][NH2:24].O.Cl>C1C=CC=CC=1>[ClH:31].[Cl:31][C:27]1[CH:26]=[C:25]([CH:30]=[CH:29][CH:28]=1)[CH:22]([OH:21])[CH2:23][NH:24][CH:2]([CH3:4])[CH2:1][C:5]1[CH:20]=[CH:19][C:8]([O:9][C:10]2[O:14][C:13]([C:15]([O:17][CH3:18])=[O:16])=[CH:12][CH:11]=2)=[CH:7][CH:6]=1 |f:5.6|. Reported procedure: A mixture of methyl 5-[4-acetonylphenoxy]furan-2-carboxylate (1.04 g) and 2-hydroxy-2-(3-chlorophenyl)ethanamine (0.65 ) in dry benzene (100 ml) was heated under reflux, with azeotropic removal of water, for 1 hr. the solvent was evaporated and the residue dissolved in methanol (100 ml), cooled, and treated with sodium borohydride (0.4 g), in portions. The reaction mixture was stirred at ambient temperature for 2 hr. The solvent was evaporated and the residue partitioned between water and chloro... Reactants: CC1=C(C(=C(C1)C)C)C (1,2,3,4-tetramethylcyclopentadiene), CC1=C(C(=C(C1)C)C)C (tetramethylcyclopentadiene), O (water), C(CCC)[Li] (n-butyllithium), BrCCCl (1-bromo-2-chloroethane). The solvent is C(C)OCC (ethoxyethane). Run at temperature 2 celsius, time 18 hour. The product is CC1=C(C(=C(C1CCCl)C)C)C (1,2,3,4-tetramethyl-5(2-chloroethyl)cyclopentadiene). RXN SMILES: [CH3:1][C:2]1[CH2:6][C:5]([CH3:7])=[C:4]([CH3:8])[C:3]=1[CH3:9].C([Li])CCC.Br[CH2:16][CH2:17][Cl:18].O>C(OCC)C>[CH3:1][C:2]1[CH:6]([CH2:16][CH2:17][Cl:18])[C:5]([CH3:7])=[C:4]([CH3:8])[C:3]=1[CH3:9]. Procedure: A 1-liter three-necked flask, provided with a dropping funnel, condenser, mechanical stirrer and nitrogen inlet, was charged with 30.5 g of 1,2,3,4-tetramethylcyclopentadiene (0.25 mol), dissolved in 700 mL of ethoxyethane, and cooled to 2° C. Then 160 mL of n-butyllithium (1.6 M in hexane; 0.26 mol) were added dropwise in two hours, followed by 18 hours of stirring at room temperature with the aid of a mechanical stirrer. Then 36.0 g of 1-bromo-2-chloroethane (0.25 mol) were added all at once. ... The reactants are N(=NC(=O)N1CCCCC1)C(=O)N1CCCCC1 (1,1′-(azodicarbonyl)dipiperidine), FC1=CC=C(C=C1)C=1N=C(OC1CCCCO)N1C(=NC=C1)C (4-(4-fluorophenyl)-2-(2-methyl-1-imidazolyl)-5-oxazolebutanol), CC1=C(C=CC=C1)O (2-methylphenol), C(CCC)P(CCCC)CCCC (tributylphosphine). The solvent is O1CCCC1 (tetrahydrofuran). Run at time 1 hour. Yields the product FC1=CC=C(C=C1)C=1N=C(OC1CCCCOC1=C(C=CC=C1)C)N1C(=NC=C1)C (4-(4-fluorophenyl)-2-(2-methyl-1-imidazolyl)-5-[4-(2-methylphenoxy)butyl]oxazole), oil. The yield is 91.0%. Reaction SMILES: [F:1][C:2]1[CH:7]=[CH:6][C:5]([C:8]2[N:9]=[C:10]([N:18]3[CH:22]=[CH:21][N:20]=[C:19]3[CH3:23])[O:11][C:12]=2[CH2:13][CH2:14][CH2:15][CH2:16][OH:17])=[CH:4][CH:3]=1.[CH3:24][C:25]1[CH:30]=[CH:29][CH:28]=[CH:27][C:26]=1O.C(P(CCCC)CCCC)CCC.N(C(N1CCCCC1)=O)=NC(N1CCCCC1)=O>O1CCCC1>[F:1][C:2]1[CH:3]=[CH:4][C:5]([C:8]2[N:9]=[C:10]([N:18]3[CH:22]=[CH:21][N:20]=[C:19]3[CH3:23])[O:11][C:12]=2[CH2:13][CH2:14][CH2:15][CH2:16][O:17][C:26]2[CH:27]=[CH:28][CH:29]=[CH:30][C:25]=2[CH3:24])=[CH:6][CH:7]=1. Procedure details: To a mixture of 4-(4-fluorophenyl)-2-(2-methyl-1-imidazolyl)-5-oxazolebutanol (315 mg), 2-methylphenol (216 mg), tributylphosphine (405 mg) and tetrahydrofuran (5ml) was added 1,1′-(azodicarbonyl)dipiperidine (505mg) at room temperature, and the resulting mixture was stirred for 1 hour. After the reaction mixture was concentrated, the residue was subjected to silica gel column chromatography, and 4-(4-fluorophenyl)-2-(2-methyl-1-imidazolyl)-5-[4-(2-methylphenoxy)butyl]oxazole was obtained as an ... Reactants: CCO, CCOC(=O)c1cc(S(=O)(=O)Nc2ccccc2F)c(F)cc1Cl, Cl, [Na+], [OH-], O. Product: O=C(O)c1cc(S(=O)(=O)Nc2ccccc2F)c(F)cc1Cl. RXN SMILES: [CH3:25][CH2:26][OH:27].[Cl:1][c:2]1[c:3]([C:4](=[O:5])[O:6][CH2:7][CH3:8])[cH:9][c:10]([S:14](=[O:15])(=[O:16])[NH:17][c:18]2[c:19]([F:24])[cH:20][cH:21][cH:22][cH:23]2)[c:11]([F:13])[cH:12]1.[ClH:30].[Na+:29].[OH-:28].[OH2:31]>>[Cl:1][c:2]1[c:3]([C:4](=[O:5])[OH:6])[cH:9][c:10]([S:14](=[O:15])(=[O:16])[NH:17][c:18]2[c:19]([F:24])[cH:20][cH:21][cH:22][cH:23]2)[c:11]([F:13])[cH:12]1.